This data is from the Open Reaction Database (ORD), a public repository of structured organic reaction records. The task is: describe an organic reaction: reactants, conditions, products, and yield Reactants: ClC1=C(C(=[N+](C=C1C)[O-])C)C (4-chloro-2,3,5-trimethylpyridine 1-oxide), CC1(OCC(CO1)CO)C ((2,2-dimethyl-1,3-dioxan-5-yl)methanol). The solvent is C1(=CC=CC=C1)C (toluene). Run at time 2.5 hour. The product is CC1(OCC(CO1)COC1=C(C(=[N+](C=C1C)[O-])C)C)C (4-(2,2-dimethyl-1,3-dioxan-5-ylmethoxy)-2,3,5-trimethylpyridine 1-oxide). The yield is 90.6%. As a reaction SMILES: Cl[C:2]1[C:7]([CH3:8])=[CH:6][N+:5]([O-:9])=[C:4]([CH3:10])[C:3]=1[CH3:11].[CH3:12][C:13]1([CH3:21])[O:18][CH2:17][CH:16]([CH2:19][OH:20])[CH2:15][O:14]1>C1(C)C=CC=CC=1>[CH3:12][C:13]1([CH3:21])[O:18][CH2:17][CH:16]([CH2:19][O:20][C:2]2[C:7]([CH3:8])=[CH:6][N+:5]([O-:9])=[C:4]([CH3:10])[C:3]=2[CH3:11])[CH2:15][O:14]1. Procedure details: A mixture of 4-chloro-2,3,5-trimethylpyridine 1-oxide (840 g), (2,2-dimethyl-1,3-dioxan-5-yl)methanol (688 g) and toluene (2.52 L) was heated under reflux while removing a water content. While azeotropical dehydration was continued, potassium hydroxide (0.58 kg) was added to the reaction mixture over 3 hours and 45 minutes, and azeotropic dehydration was continued for 2.5 hours. The mixture was cooled to 30° C. or less, and ethyl acetate (2.5 L) and a 17% saline solution (3.5 L) were added to th... Yields the product Nc1[nH]nc(-c2ccc(NO)cc2)c1-c1nc2ccccc2s1. Reactants: CCO, [Cl-], [NH4+], CN(C)C=O, [Zn], Nc1[nH]nc(-c2ccc([N+](=O)[O-])cc2)c1-c1nc2ccccc2s1. RXN SMILES: [CH3:30][CH2:31][OH:32].[Cl-:33].[NH4+:34].[O:25]=[CH:26][N:27]([CH3:28])[CH3:29].[Zn:35].[s:1]1[c:2](-[c:10]2[c:11]([NH2:24])[nH:12][n:13][c:14]2-[c:15]2[cH:16][cH:17][c:18]([N+:21](=[O:22])[O-:23])[cH:19][cH:20]2)[n:3][c:4]2[c:5]1[cH:6][cH:7][cH:8][cH:9]2>>[s:1]1[c:2](-[c:10]2[c:11]([NH2:24])[nH:12][n:13][c:14]2-[c:15]2[cH:16][cH:17][c:18]([NH:21][OH:22])[cH:19][cH:20]2)[n:3][c:4]2[c:5]1[cH:6][cH:7][cH:8][cH:9]2. Reactants: CN1CCN(CC1)C=1C(=C(C=CC1)N)[N+](=O)[O-] (3-(4-methyl-piperazin-1-yl)-2-nitro-phenylamine). Reagents/catalysts: [Pd] (Pd/C). Solvent: CO (MeOH). Run at time 1 hour. Product: CN1CCN(CC1)C1=C(C(=CC=C1)N)N (3-(4-Methyl-piperazin-1-yl)-benzene-1,2-diamine). Yield: 98.6%. As a reaction SMILES: [CH3:1][N:2]1[CH2:7][CH2:6][N:5]([C:8]2[C:9]([N+:15]([O-])=O)=[C:10]([NH2:14])[CH:11]=[CH:12][CH:13]=2)[CH2:4][CH2:3]1>CO.[Pd]>[CH3:1][N:2]1[CH2:3][CH2:4][N:5]([C:8]2[CH:13]=[CH:12][CH:11]=[C:10]([NH2:14])[C:9]=2[NH2:15])[CH2:6][CH2:7]1. Reported procedure: To a solution of 3-(4-methyl-piperazin-1-yl)-2-nitro-phenylamine (139 mg, 0.59 mmol) in MeOH (20 mL) were added Pd/C (10%, 14 mg) and the mixture was stirred under atmospheric hydrogen (balloon) at the room temperature for 1 h. The reaction mixture was filter over Celite to afford the title compound (120 mg, 99%). 1H NMR (MeOH-d4) δ 2.34 (s, 3H), 2.62 (br, 4H), 2.99 (m, 4H), 6.51-6.65 (3H). ESI-MS m/z 207.1 (MH+).